From a dataset of the Open Reaction Database (ORD), a public repository of structured organic reaction records. describe an organic reaction: reactants, conditions, products, and yield Starting materials: BrCC=1C=CC=2N=C(N=C(C2N1)N1CCOCC1)Cl (4-(6-(bromomethyl)-2-chloropyrido[3,2-d]pyrimidin-4-yl)morpholine), O1CCC(CC1)C1CNC1 (3-(tetrahydro-2H-pyran-4-yl)azetidine). The product is ClC=1N=C(C2=C(N1)C=CC(=N2)CN2CC(C2)C2CCOCC2)N2CCOCC2 (4-(2-chloro-6-((3-(tetrahydro-2H-pyran-4-yl)azetidin-1-yl)methyl)pyrido[3,2-d]pyrimidin-4-yl)morpholine). As a reaction SMILES: Br[CH2:2][C:3]1[CH:4]=[CH:5][C:6]2[N:7]=[C:8]([Cl:19])[N:9]=[C:10]([N:13]3[CH2:18][CH2:17][O:16][CH2:15][CH2:14]3)[C:11]=2[N:12]=1.[O:20]1[CH2:25][CH2:24][CH:23]([CH:26]2[CH2:29][NH:28][CH2:27]2)[CH2:22][CH2:21]1>>[Cl:19][C:8]1[N:9]=[C:10]([N:13]2[CH2:18][CH2:17][O:16][CH2:15][CH2:14]2)[C:11]2[N:12]=[C:3]([CH2:2][N:28]3[CH2:29][CH:26]([CH:23]4[CH2:24][CH2:25][O:20][CH2:21][CH2:22]4)[CH2:27]3)[CH:4]=[CH:5][C:6]=2[N:7]=1. Procedure: 4-(6-(Bromomethyl)-2-chloropyrido[3,2-d]pyrimidin-4-yl)morpholine 7 (0.34 g) was reacted with 3-(tetrahydro-2H-pyran-4-yl)azetidine via General Procedure B to produce crude 4-(2-chloro-6-((3-(tetrahydro-2H-pyran-4-yl)azetidin-1-yl)methyl)pyrido[3,2-d]pyrimidin-4-yl)morpholine Starting materials: FC=1C=C(C=C(C1NS(=O)(=O)C)F)C(C)NC(=O)C=1N=C(OC1)Cl (2-Chloro-oxazole-4-carboxylic acid [1-(3,5-difluoro-4-methanesulfonylamino-phenyl)-ethyl]-amide), ClC1=C(C=CC=C1C(F)(F)F)O (2-chloro-3-trifluoromethyl-phenol). The product is FC=1C=C(C=C(C1NS(=O)(=O)C)F)C(C)NC(=O)C=1N=C(OC1)OC1=C(C(=CC=C1)C(F)(F)F)Cl (2-(2-Chloro-3-trifluoromethyl-phenoxy)-oxazole-4-carboxylic acid [1-(3,5-difluoro-4-methanesulfonylamino-phenyl)-ethyl]-amide). The yield is 74.1%. RXN SMILES: [F:1][C:2]1[CH:3]=[C:4]([CH:14]([NH:16][C:17]([C:19]2[N:20]=[C:21](Cl)[O:22][CH:23]=2)=[O:18])[CH3:15])[CH:5]=[C:6]([F:13])[C:7]=1[NH:8][S:9]([CH3:12])(=[O:11])=[O:10].[Cl:25][C:26]1[C:31]([C:32]([F:35])([F:34])[F:33])=[CH:30][CH:29]=[CH:28][C:27]=1[OH:36]>>[F:1][C:2]1[CH:3]=[C:4]([CH:14]([NH:16][C:17]([C:19]2[N:20]=[C:21]([O:36][C:27]3[CH:28]=[CH:29][CH:30]=[C:31]([C:32]([F:33])([F:34])[F:35])[C:26]=3[Cl:25])[O:22][CH:23]=2)=[O:18])[CH3:15])[CH:5]=[C:6]([F:13])[C:7]=1[NH:8][S:9]([CH3:12])(=[O:11])=[O:10]. Procedure: 2-Chloro-oxazole-4-carboxylic acid [1-(3,5-difluoro-4-methanesulfonylamino-phenyl)-ethyl]-amide (50 mg, 0.13 mmol) was reacted with 2-chloro-3-trifluoromethyl-phenol (53 mg, 0.26 mmol) to give the title compound (52 mg, 74%) after purification by column chromatography (gradient 12% to 100% EtOAc in n-hexane). Reactants: Cc1nc(N)sc1CC(Cl)(Cl)Cl, CCOC(C)=O, CCCCCC, O=S(=O)(Cl)c1c(Cl)cc(Cl)cc1Cl. Product: Cc1nc(NS(=O)(=O)c2c(Cl)cc(Cl)cc2Cl)sc1CC(Cl)(Cl)Cl. As a reaction SMILES: [CH3:1][c:2]1[n:3][c:4]([NH2:12])[s:5][c:6]1[CH2:7][C:8]([Cl:9])([Cl:10])[Cl:11].[CH3:26][CH2:27][O:28][C:29](=[O:30])[CH3:31].[CH3:32][CH2:33][CH2:34][CH2:35][CH2:36][CH3:37].[Cl:13][c:14]1[c:15]([S:22](=[O:23])(=[O:24])[Cl:25])[c:16]([Cl:21])[cH:17][c:18]([Cl:20])[cH:19]1>>[CH3:1][c:2]1[n:3][c:4]([NH:12][S:22]([c:15]2[c:14]([Cl:13])[cH:19][c:18]([Cl:20])[cH:17][c:16]2[Cl:21])(=[O:23])=[O:24])[s:5][c:6]1[CH2:7][C:8]([Cl:9])([Cl:10])[Cl:11].